Dataset: the Open Reaction Database (ORD), a public repository of structured organic reaction records. Task: describe an organic reaction: reactants, conditions, products, and yield Reactants: Cl, Cl, O=C(CBr)c1cc(F)cc(F)c1, CCC(N)(CC)C(=O)OC, [Na+], O=C([O-])O, CN(C)C=O. Product: CCC(CC)(NCC(=O)c1cc(F)cc(F)c1)C(=O)OC. As a reaction SMILES: [ClH:1].[ClH:29].[F:12][c:13]1[cH:14][c:15]([C:16]([CH2:17][Br:18])=[O:19])[cH:20][c:21]([F:23])[cH:22]1.[NH2:2][C:3]([C:4](=[O:5])[O:6][CH3:7])([CH2:8][CH3:9])[CH2:10][CH3:11].[Na+:28].[O-:24][C:25]([OH:26])=[O:27].[O:30]=[CH:31][N:32]([CH3:33])[CH3:34]>>[NH:2]([C:3]([C:4](=[O:5])[O:6][CH3:7])([CH2:8][CH3:9])[CH2:10][CH3:11])[CH2:17][C:16]([c:15]1[cH:14][c:13]([F:12])[cH:22][c:21]([F:23])[cH:20]1)=[O:19]. Reactants: NC=1SC(=CN1)C(=O)OC (2-amino-thiazole-5-carboxylic acid, methyl ester), ClCC(CC(=O)OCC)=O (ethyl 4-chloro-acetoacetate). Run in polyphosphoric acid. Run at temperature 100 celsius, time 4 hour. The product is ClCC=1N=C2N(C(C1)=O)C=C(S2)C(=O)OC (7-chloromethyl-5-oxo-5H-thiazolo[3,2-a]pyrimidine-2-carboxylic acid, methyl ester). RXN SMILES: [NH2:1][C:2]1[S:3][C:4]([C:7]([O:9][CH3:10])=[O:8])=[CH:5][N:6]=1.[Cl:11][CH2:12][C:13](=O)[CH2:14][C:15](OCC)=[O:16]>>[Cl:11][CH2:12][C:13]1[N:1]=[C:2]2[S:3][C:4]([C:7]([O:9][CH3:10])=[O:8])=[CH:5][N:6]2[C:15](=[O:16])[CH:14]=1. Procedure: 2-amino-thiazole-5-carboxylic acid, methyl ester (5 g) was reacted with ethyl 4-chloro-acetoacetate (10.6 g) in polyphosphoric acid (25 g) under stirring at 100° C. for 4 hours. After cooling, dilution with ice water and neutralization with 35% NaOH, the precipitate was extracted with ethyl acetate and purified over a SiO2 column using n-hexane/ethyl acetate as eluent. Crystallization from isopropyl ether gave 7-chloromethyl-5-oxo-5H-thiazolo[3,2-a]pyrimidine-2-carboxylic acid, methyl ester, m.p... Starting materials: C(C)(C)(C)OC(N[C@H](CN)C)=O ((S)-tert-butyl-1-aminopropan-2-ylcarbamate), BrC=1N=C(NC1C1=NC(=NC=C1)Cl)C(C)(C)C (4-(4-bromo-2-tert-butyl-1H-imidazol-5-yl)-2-chloropyrimidine), C(C)(C)(C)OC(N[C@H](CN)C)=O ((S)-tert-butyl-1-aminopropan-2-ylcarbamate), C(C)(C)N(CC)C(C)C (diisopropylethyl amine). The product is BrC=1N=C(NC1C1=NC(=NC=C1)NC[C@H](C)NC(OC(C)(C)C)=O)C(C)(C)C ((S)-tert-butyl 1-(4-(4-bromo-2-tert-butyl-1H-imidazol-5-yl)pyrimidin-2-ylamino)propan-2-ylcarbamate). Reported procedure: A mixture of 4-(4-bromo-2-tert-butyl-1H-imidazol-5-yl)-2-chloropyrimidine (2.0 g, 4.5 mmol; Example 6, Step 4), (S)-tert-butyl-1-aminopropan-2-ylcarbamate (1.0 g, 5.8 mmol; Example 23, Step 2), and diisopropylethyl amine (2.4 mL, 13.5 mmol) in dry acetonitrile was heated at 85° C. for 16 h. An additional charge of (S)-tert-butyl-1-aminopropan-2-ylcarbamate (145 mg, 0.8 mmol) was added and the reaction was maintained at 85° C. for 5 h. After allowing to cool to rt, the reaction was diluted with E... Run in C(C)#N (acetonitrile), CCOC(=O)C (EtOAc). Reaction conditions: temperature 85 celsius. Yield: 127.4%. As a reaction SMILES: [Br:1][C:2]1[N:3]=[C:4]([C:14]([CH3:17])([CH3:16])[CH3:15])[NH:5][C:6]=1[C:7]1[CH:12]=[CH:11][N:10]=[C:9](Cl)[N:8]=1.[C:18]([O:22][C:23](=[O:29])[NH:24][C@@H:25]([CH3:28])[CH2:26][NH2:27])([CH3:21])([CH3:20])[CH3:19].C(N(C(C)C)CC)(C)C>C(#N)C.CCOC(C)=O>[Br:1][C:2]1[N:3]=[C:4]([C:14]([CH3:17])([CH3:16])[CH3:15])[NH:5][C:6]=1[C:7]1[CH:12]=[CH:11][N:10]=[C:9]([NH:27][CH2:26][C@@H:25]([NH:24][C:23](=[O:29])[O:22][C:18]([CH3:21])([CH3:20])[CH3:19])[CH3:28])[N:8]=1. Starting materials: N#CC(O)c1cccc(Oc2ccccc2)c1, CCOC(C)=O, C1CCOC1, C1CCOC1, CS(=O)(=O)O, CCCCCC, CN(C)C=O, CC(C)C(C(=O)O)c1cc2ccccc2s1. Product: CC(C)C(C(=O)OC(C#N)c1cccc(Oc2ccccc2)c1)c1cc2ccccc2s1. Reaction SMILES: [C:22](#[N:23])[CH:24]([c:25]1[cH:26][c:27]([O:31][c:32]2[cH:33][cH:34][cH:35][cH:36][cH:37]2)[cH:28][cH:29][cH:30]1)[OH:38].[C:45]([O:46][CH2:47][CH3:48])(=[O:49])[CH3:50].[CH2:51]1[O:52][CH2:53][CH2:54][CH2:55]1.[CH2:61]1[O:62][CH2:63][CH2:64][CH2:65]1.[CH3:17][S:18]([OH:19])(=[O:20])=[O:21].[CH3:39][CH2:40][CH2:41][CH2:42][CH2:43][CH3:44].[O:56]=[CH:57][N:58]([CH3:59])[CH3:60].[s:1]1[c:2]([CH:10]([C:11](=[O:12])[OH:13])[CH:14]([CH3:15])[CH3:16])[cH:3][c:4]2[c:5]1[cH:6][cH:7][cH:8][cH:9]2>>[s:1]1[c:2]([CH:10]([C:11](=[O:12])[O:13][CH:24]([C:22]#[N:23])[c:25]2[cH:26][c:27]([O:31][c:32]3[cH:33][cH:34][cH:35][cH:36][cH:37]3)[cH:28][cH:29][cH:30]2)[CH:14]([CH3:15])[CH3:16])[cH:3][c:4]2[c:5]1[cH:6][cH:7][cH:8][cH:9]2. The reactants are ice, ClC1=C2CC/C(/C2=CC=C1)=C\C(=O)Cl ((E)-2-(4-choro-1-indanylidene)acetyl chloride), C1(CC1)N (cyclopropylamine). The solvent is ethyl acetate hexanes, hexanes, ClCCl (dichloromethane). Reaction conditions: time 4 hour. Yields the product ClC1=C2CC/C(/C2=CC=C1)=C\C(=O)NC1CC1 ((E)-2-(4-chloro-1-indanylidene)-N-cyclopropylacetamide). The yield is 76.4%. Reaction SMILES: [Cl:1][C:2]1[CH:10]=[CH:9][CH:8]=[C:7]2[C:3]=1[CH2:4][CH2:5]/[C:6]/2=[CH:11]\[C:12](Cl)=[O:13].[CH:15]1([NH2:18])[CH2:17][CH2:16]1>ClCCl>[Cl:1][C:2]1[CH:10]=[CH:9][CH:8]=[C:7]2[C:3]=1[CH2:4][CH2:5]/[C:6]/2=[CH:11]\[C:12]([NH:18][CH:15]1[CH2:17][CH2:16]1)=[O:13]. Procedure details: An ice cold solution of (E)-2-(4-choro-1-indanylidene)acetyl chloride (2.95 g, 0.013 mol ) in dichloromethane (30 mL) was treated with cyclopropylamine (1.48 g, 0.026 mol, Aldrich) and the mixture was stirred for 4 h. The mixture was concentrated in vacuo and the residue was taken up in a mixture of ethyl acetate and 5% aqueous sodium bicarbonate. The ethyl acetate phase was washed with 5% aqueous sodium bicarbonate, saturated aqueous NaCl and dried (Na2SO4). Filtration and concentration gave 3.... The reactants are CCC(=O)O, Cl, O=S(=O)(Cl)c1ccccc1F, Nc1ccc2[nH]c(=O)c3[nH]ccc3c2c1. The product is CCC(=O)O, O=c1[nH]c2ccc(NS(=O)(=O)c3ccccc3F)cc2c2cc[nH]c12. As a reaction SMILES: [CH2:2]([CH3:3])[C:4](=[O:5])[OH:6].[ClH:1].[F:22][c:23]1[c:24]([S:29](=[O:30])(=[O:31])[Cl:32])[cH:25][cH:26][cH:27][cH:28]1.[NH2:7][c:8]1[cH:9][c:10]2[c:11]3[c:12]([c:13](=[O:18])[nH:14][c:15]2[cH:16][cH:17]1)[nH:19][cH:20][cH:21]3>>[CH2:2]([CH3:3])[C:4](=[O:5])[OH:6].[NH:7]([c:8]1[cH:9][c:10]2[c:11]3[c:12]([c:13](=[O:18])[nH:14][c:15]2[cH:16][cH:17]1)[nH:19][cH:20][cH:21]3)[S:29]([c:24]1[c:23]([F:22])[cH:28][cH:27][cH:26][cH:25]1)(=[O:30])=[O:31].